Task: describe an organic reaction: reactants, conditions, products, and yield. Dataset: the Open Reaction Database (ORD), a public repository of structured organic reaction records Reaction SMILES: [CH3:1]/[C:2](/[CH:19]=[CH:20]/[CH:21]=[C:22](\[CH3:28])/[CH:23]=[CH:24]/[C:25]([OH:27])=[O:26])=[CH:3]\[CH:4]=[CH:5]\[CH:6]=[C:7](/[CH3:18])\[CH:8]=[CH:9]\[CH:10]=[C:11](/[CH3:17])\[CH:12]=[CH:13]\[C:14]([OH:16])=[O:15].[CH:29]1C=CC2C3(C4C=C(I)C(O)=C(I)C=4OC4C(I)=C(O)C(I)=CC3=4)OC(=O)C=2C=1.C1C=C(C2C3C(=C(I)C([O-])=C(I)C=3)OC3C=2C=C(I)C(C=3I)=O)C(C([O-])=O)=CC=1.[Na+].[Na+].CC1C(C(O)=O)=C(O)C=C2C(C3C(O)=C(O)C([C@@H]4O[C@H](CO)[C@@H](O)[C@H](O)[C@H]4O)=C(O)C=3C(=O)C=12)=O.CC1C(C(O)=O)=C(O)C=C2C(C3C(O)=C(O)C([C@H]4O[C@H](CO)[C@@H](O)[C@H](O)[C@H]4O)=C(O)C=3C(=O)C=12)=O.CC1C=CC(N/N=C2/C3C(C=C(C([O-])=O)C/2=O)=CC=CC=3)=C(S([O-])(=O)=O)C=1.[Ca+2].C1C(Br)=C([O-])C(Br)=C2OC3C(C4(OC(=O)C5C(Cl)=C(Cl)C(Cl)=C(Cl)C4=5)C=12)=CC(Br)=C([O-])C=3Br.[Na+].[Na+].CCN(C1C=CC2C(C3C=CC=CC=3C(C)=O)=C3C(=CC(C=C3)=[N+](CC)CC)OC=2C=1)CC.CCN(C1C=CC2C(C3C(C(O)=O)=CC=CC=3)=C3C(OC=2C=1)=CC(=[N+](CC)CC)C=C3)CC.[Cl-].C1[C@@H](C(O)=O)NC(C(O)=O)=C/C/1=C/C=[N+]1C2C(=CC(O[C@@H]3O[C@H](CO)[C@@H](O)[C@H](O)[C@H]3O)=C(O)C=2)C[C@H]1C([O-])=O.C1C(/C=C/N2C3C(=CC(O[C@@H]4O[C@H](CO)[C@@H](O)[C@H](O)[C@H]4O)=C(O)C=3)C[C@H]2C([O-])=O)=CC(C(O)=O)=N[C@@H]1C([O-])=O.C1C(N=NC2C(=O)N(C3C=CC(S([O-])(=O)=O)=CC=3)N=C2C([O-])=O)=CC=C(S([O-])(=O)=O)C=1.[Na+].[Na+].[Na+].C1C=C(C2C3C=CC([O-])=CC=3OC3C=2C=CC(C=3)=O)C(C([O-])=O)=CC=1.[Na+].[Na+].C1C=CC(C(O)=O)=C(C2C3C=CC(O)=CC=3OC3C=2C=CC(C=3)=O)C=1.C1C=C2C(OC3(C4C=CC(O)=CC=4OC4C=C(O)C=CC3=4)C2=CC=1)=O>>[CH3:18]/[C:7](/[CH:8]=[CH:9]/[CH:10]=[C:11](/[CH:12]=[CH:13]/[C:14]([OH:16])=[O:15])\[CH3:17])=[CH:6]\[CH:5]=[CH:4]\[CH:3]=[C:2](\[CH:19]=[CH:20]\[CH:21]=[C:22](/[CH:23]=[CH:24]/[C:25]([O:27][CH3:29])=[O:26])\[CH3:28])/[CH3:1] |f:2.3.4,7.8,9.10.11,13.14,17.18.19.20,21.22.23|. Reported procedure: norbixin; apocarotinic acid ethyl ester, E160f, C.I. 40825; chlorophyll, E 140, C.I. 75810; erythrosine, E127, C.I. 45430; carmine, cochineal, E120, C.I. 75470; litholrubin BK, C.I. 15850:1; phloxin B, C.I. 45410; rhodamine B, C.I. 45170; red beet dye betanin, E162; tartrazine, E102, C.I. 19140; uranine, C.I. 45350 or fluorescein, C.I. 45350:1. Starting materials: C/C(=C\C=C\C=C(\C=C\C=C(\C=C\C(=O)O)/C)/C)/C=C/C=C(/C=C/C(=O)O)\C (norbixin), CC1=C2C(=CC(=C1C(=O)O)O)C(=O)C3=C(C2=O)C(=C(C(=C3O)O)[C@@H]4[C@@H]([C@H]([C@@H]([C@H](O4)CO)O)O)O)O (C.I. 75470), C1=CC(=CC=C1N=NC2C(=NN(C2=O)C3=CC=C(C=C3)S(=O)(=O)[O-])C(=O)[O-])S(=O)(=O)[O-].[Na+].[Na+].[Na+] (E102), C1=CC=C(C(=C1)C2=C3C=CC(=O)C=C3OC4=C2C=CC(=C4)[O-])C(=O)[O-].[Na+].[Na+] (C.I. 45350), CCN(CC)C1=CC2=C(C=C1)C(=C3C=CC(=[N+](CC)CC)C=C3O2)C4=CC=CC=C4C(=O)O.[Cl-] (C.I. 45170), C=1C=CC(=C(C1)C2=C3C=CC(=O)C=C3OC4=C2C=CC(=C4)O)C(=O)O (fluorescein), C1=C2C(=C(C(=C1Br)[O-])Br)OC3=C(C(=C(C=C3C24C5=C(C(=C(C(=C5Cl)Cl)Cl)Cl)C(=O)O4)Br)[O-])Br.[Na+].[Na+] (C.I. 45410), C1=CC=C(C(=C1)C2=C3C=C(C(=O)C(=C3OC4=C(C(=C(C=C24)I)[O-])I)I)I)C(=O)[O-].[Na+].[Na+] (C.I. 45430), C1=CC=C2C(=C1)C(=O)OC23C4=C(C=C(C=C4)O)OC5=C3C=CC(=C5)O (C.I. 45350:1), CC1=C2C(=CC(=C1C(=O)O)O)C(=O)C3=C(C(=C(C(=C3O)O)[C@H]4[C@@H]([C@H]([C@@H]([C@H](O4)CO)O)O)O)O)C2=O (E120), C=1C=CC2=C(C1)C(=O)OC23C=4C=C(C(=C(C4OC5=C3C=C(C(=C5I)O)I)I)O)I (E127), ethyl ester, CCN(CC)C=1C=CC2=C(C1)OC3=CC(=[N+](CC)CC)C=CC3=C2C=4C=CC=CC4C(=O)C (rhodamine B), C1[C@H](N=C(C=C1/C=C/N2[C@@H](CC3=CC(=C(C=C32)O)O[C@H]4[C@@H]([C@H]([C@@H]([C@H](O4)CO)O)O)O)C(=O)[O-])C(=O)O)C(=O)[O-] (E162), C.I. 75810, C1=CC(=CC=C1N=NC2C(=NN(C2=O)C3=CC=C(C=C3)S(=O)(=O)[O-])C(=O)[O-])S(=O)(=O)[O-].[Na+].[Na+].[Na+] (tartrazine), C1=CC(=CC=C1N=NC2C(=NN(C2=O)C3=CC=C(C=C3)S(=O)(=O)[O-])C(=O)[O-])S(=O)(=O)[O-].[Na+].[Na+].[Na+] (C.I. 19140), chlorophyll, C1=C2C(=C(C(=C1Br)[O-])Br)OC3=C(C(=C(C=C3C24C5=C(C(=C(C(=C5Cl)Cl)Cl)Cl)C(=O)O4)Br)[O-])Br.[Na+].[Na+] (phloxin B), C1=CC=C(C(=C1)C2=C3C=CC(=O)C=C3OC4=C2C=CC(=C4)[O-])C(=O)[O-].[Na+].[Na+] (uranine), CC1=CC(=C(C=C1)N/N=C\2/C3=CC=CC=C3C=C(C2=O)C(=O)[O-])S(=O)(=O)[O-].[Ca+2] (C.I. 15850:1), C\1[C@H](NC(=C/C1=C/C=[N+]2[C@@H](CC3=CC(=C(C=C32)O)O[C@H]4[C@@H]([C@H]([C@@H]([C@H](O4)CO)O)O)O)C(=O)[O-])C(=O)O)C(=O)O (betanin), C.I. 40825, C=1C=CC2=C(C1)C(=O)OC23C=4C=C(C(=C(C4OC5=C3C=C(C(=C5I)O)I)I)O)I (erythrosine). Yields the product C/C(=C\C=C\C=C(/C)\C=C\C=C(\C)/C=C/C(=O)OC)/C=C/C=C(\C)/C=C/C(=O)O (bixin).